The task is: describe an organic reaction: reactants, conditions, products, and yield. This data is from the Open Reaction Database (ORD), a public repository of structured organic reaction records. The solvent is C(=O)O (formic acid). Procedure details: To a mixture of 10 ml of formic acid and 20 ml of formalin was added 3 g of (S)-benzyl 4-oxo-2-azetidine-carboxylate (14). The resulting mixture was kept at 50° C. for 15 minutes. After cooling, the mixture was made alkaline with a saturated sodium bicarbonate aqueous solution and extracted twice with 50 ml of ether. The ethereal extracts were washed with a saturated sodium chloride aqueous solution and then dried. The solvent was removed by distillation under reduced pressure and the residue th... Reactants: C([O-])(O)=O.[Na+] (sodium bicarbonate), O=C1C[C@H](N1)C(=O)OCC1=CC=CC=C1 ((S)-benzyl 4-oxo-2-azetidine-carboxylate), C=O (formalin). Yields the product OCN1[C@@H](CC1=O)C(=O)OCC1=CC=CC=C1 ((S)-benzyl 1-hydroxymethyl-4-oxo-2-azetidinecarboxylate), C(=O)OCN1[C@@H](CC1=O)C(=O)OCC1=CC=CC=C1 ((S)-benzyl 1-formyloxymethyl-4-oxo-2-azetidinecarboxylate). Reaction conditions: time 15 minute. RXN SMILES: [CH2:1]=O.[O:3]=[C:4]1[NH:7][C@H:6]([C:8]([O:10][CH2:11][C:12]2[CH:17]=[CH:16][CH:15]=[CH:14][CH:13]=2)=[O:9])[CH2:5]1.[C:18](=[O:21])([OH:20])[O-:19].[Na+]>C(O)=O>[OH:19][CH2:18][N:7]1[C:4](=[O:3])[CH2:5][C@H:6]1[C:8]([O:10][CH2:11][C:12]1[CH:17]=[CH:16][CH:15]=[CH:14][CH:13]=1)=[O:9].[CH:18]([O:20][CH2:1][N:7]1[C:4](=[O:3])[CH2:5][C@H:6]1[C:8]([O:10][CH2:11][C:12]1[CH:17]=[CH:16][CH:15]=[CH:14][CH:13]=1)=[O:9])=[O:21] |f:2.3|.